This data is from the Open Reaction Database (ORD), a public repository of structured organic reaction records. The task is: describe an organic reaction: reactants, conditions, products, and yield Starting materials: NC1=CC=C2C=NN(C2=C1)C(=O)OC(C)(C)C (tert-butyl 6-amino-1H-indazole-1-carboxylate), C(=O)OC(C)(C)C (H-Boc). The product is [N+](#[C-])C1=CC=C2C=NN(C2=C1)C(=O)OC(C)(C)C (tert-Butyl 6-isocyano-1H-indazole-1-carboxylate). As a reaction SMILES: [NH2:1][C:2]1[CH:10]=[C:9]2[C:5]([CH:6]=[N:7][N:8]2[C:11]([O:13][C:14]([CH3:17])([CH3:16])[CH3:15])=[O:12])=[CH:4][CH:3]=1.[CH:18](OC(C)(C)C)=O>>[N+:1]([C:2]1[CH:10]=[C:9]2[C:5]([CH:6]=[N:7][N:8]2[C:11]([O:13][C:14]([CH3:17])([CH3:16])[CH3:15])=[O:12])=[CH:4][CH:3]=1)#[C-:18]. Reported procedure: Intermediate 8 was prepared in a similar manner as Intermediate 6 from tert-butyl 6-amino-1H-indazole-1-carboxylate. 1H NMR (400 MHz, CDCl3) δ 8.28 (1H, s), 8.20 (1H, s), 7.76 (1H, d, J=8.34 Hz), 7.28-7.40 (1H, m), 1.74 (9H, s) ppm. MS (ESI) m/z: 144 (M+H-Boc)+. Reactants: BrC1=CC=C(C=C1)C(C)=O (1-(4-bromophenyl)ethanone), FC1=NC=C(C=C1)B1OC(C(O1)(C)C)(C)C (2-fluoro-5-(4,4,5,5-tetramethyl-1,3,2-dioxaborolan-2-yl)pyridine). The product is FC1=CC=C(C=N1)C1=CC=C(C=C1)C(C)=O (1-(4-(6-Fluoropyridin-3-yl)phenyl)ethanone), solid. The yield is 59.0%. As a reaction SMILES: Br[C:2]1[CH:7]=[CH:6][C:5]([C:8](=[O:10])[CH3:9])=[CH:4][CH:3]=1.[F:11][C:12]1[CH:17]=[CH:16][C:15](B2OC(C)(C)C(C)(C)O2)=[CH:14][N:13]=1>>[F:11][C:12]1[N:13]=[CH:14][C:15]([C:2]2[CH:7]=[CH:6][C:5]([C:8](=[O:10])[CH3:9])=[CH:4][CH:3]=2)=[CH:16][CH:17]=1. Procedure: 1-(4-(6-Fluoropyridin-3-yl)phenyl)ethanone T405 was prepared using general procedure A from 1-(4-bromophenyl)ethanone (117 mg, 0.5 mmol) and 2-fluoro-5-(4,4,5,5-tetramethyl-1,3,2-dioxaborolan-2-yl)pyridine (100 mg, 0.5 mmol). T405 was obtained as a yellow solid (64 mg, 59%). 1H NMR (400 MHz, CDCl3): δ 8.47 (m, 1H), 8.06 9m, 2H), 8.04-7.99 (m, 1H), 7.65 (m, 2H), 7.05 (ddd, J=8.4, 3.2, 0.8 Hz, 1H), 2.65 (s, 3H); MS (ESI): 216 (M+H+). The reactants are C=C(C)C1C(CCCCCC1)=O (2-(prop-1-en-2-yl)cyclooctanone), CON=CC (acetaldehyde O-methyl oxime), Cl[Sn](Cl)(Cl)Cl (SnCl4). Run in ClCCCl (1,2-dichloroethane). Yields the product CON1C(CCCCCC\C=C(\CC1C)/C)=O ((E)-1-methoxy-10,12-dimethylazacyclododec-9-en-2-one). The yield is 88.5%. As a reaction SMILES: [CH2:1]=[C:2]([CH:4]1[CH2:11][CH2:10][CH2:9][CH2:8][CH2:7][CH2:6][C:5]1=[O:12])[CH3:3].[CH3:13][O:14][N:15]=[CH:16][CH3:17].Cl[Sn](Cl)(Cl)Cl>ClCCCl>[CH3:13][O:14][N:15]1[CH:16]([CH3:17])[CH2:3][C:2]([CH3:1])=[CH:4][CH2:11][CH2:10][CH2:9][CH2:8][CH2:7][CH2:6][C:5]1=[O:12]. Reported procedure: Following the general procedure as described in Example 23, 2-(prop-1-en-2-yl)cyclooctanone (1.50 g, 9.02 mmol), acetaldehyde O-methyl oxime (0.99 g, 13.53 mmol), and SnCl4 (2.35 g, 9.02 mmol) in 1,2-dichloroethane (90 ml) were reacted to give the title product as a colorless liquid (1.91 g, 89% yield). E isomer>95%. Reported procedure: To a solution of 1,3-dihydro4-fluoro-5-nitro-2H-indol-2-one (1 g, 5 mmol) in MeOH (10 mL) (Starting Material 10), was successively added, at r.t., 4-methyl-5-imidazolecarboxaldehyde (612 mg, 5.5 mmol) (Aldrich) and tetrabutyl ammonium hydroxide (11 mL, 1.0 M solution in MeOH)(Aldrich). The mixture was stirred at r.t. for 4 h. The resulting greenish precipitate was collected by suction filtration, washed with ether and air dried to yield (Z)-1,3-dihydro-4-fluoro-3-[(4-methyl-1H-imidazol-5-yl)meth... Starting materials: CC=1N=CNC1C=O (4-methyl-5-imidazolecarboxaldehyde), [OH-].C(CCC)[N+](CCCC)(CCCC)CCCC (tetrabutyl ammonium hydroxide), FC1=C2CC(NC2=CC=C1[N+](=O)[O-])=O (1,3-dihydro-4-fluoro-5-nitro-2H-indol-2-one), FC1=C2CC(NC2=CC=C1[N+](=O)[O-])=O (1,3-dihydro-4-fluoro-5-nitro-2H-indol-2-one), FC1=C2CC(NC2=CC=C1[N+](=O)[O-])=O (1,3-dihydro4-fluoro-5-nitro-2H-indol-2-one). Yields the product FC1=C2/C(/C(NC2=CC=C1[N+](=O)[O-])=O)=C/C1=C(N=CN1)C ((Z)-1,3-dihydro-4-fluoro-3-[(4-methyl-1H-imidazol-5-yl)methylene]-5-nitro-2H-indol-2-one). As a reaction SMILES: [CH3:1][C:2]1[N:3]=[CH:4][NH:5][C:6]=1[CH:7]=O.[OH-].C([N+](CCCC)(CCCC)CCCC)CCC.[F:27][C:28]1[C:36]([N+:37]([O-:39])=[O:38])=[CH:35][CH:34]=[C:33]2[C:29]=1[CH2:30][C:31](=[O:40])[NH:32]2>>[F:27][C:28]1[C:36]([N+:37]([O-:39])=[O:38])=[CH:35][CH:34]=[C:33]2[C:29]=1/[C:30](=[CH:7]/[C:6]1[NH:5][CH:4]=[N:3][C:2]=1[CH3:1])/[C:31](=[O:40])[NH:32]2 |f:1.2|. Run at time 4 hour. The reactants are C(C)(=O)OCC1=CC=CC2=CC=C(C=C12)OC (1-acetoxymethyl-7-methoxynaphthalene), [OH-].[Na+] (sodium hydroxide). Run in O (water), CO (methanol). The product is OCC1=CC=CC2=CC=C(C=C12)OC (1-Hydroxymethyl-7-Methoxynaphthalene). As a reaction SMILES: C([O:4][CH2:5][C:6]1[C:15]2[C:10](=[CH:11][CH:12]=[C:13]([O:16][CH3:17])[CH:14]=2)[CH:9]=[CH:8][CH:7]=1)(=O)C.[OH-].[Na+]>CO.O>[OH:4][CH2:5][C:6]1[C:15]2[C:10](=[CH:11][CH:12]=[C:13]([O:16][CH3:17])[CH:14]=2)[CH:9]=[CH:8][CH:7]=1 |f:1.2|. Procedure details: 0.1 mole of the preceding 1-acetoxymethyl-7-methoxynaphthalene is saponified at room temperature, under argon, with a solution of 0.2 mole of sodium hydroxide diluted in 200 cm3 of methanol and 40 cm3 of water. RXN SMILES: [C:1]([C:5]1[CH:6]=[CH:7][C:8]([I:12])=[C:9]([OH:11])[CH:10]=1)([CH3:4])([CH3:3])[CH3:2].C(=O)([O-])[O-].[K+].[K+].[CH2:19](I)[CH3:20]>C(O)C.C(OCC)C>[C:1]([C:5]1[CH:6]=[CH:7][C:8]([I:12])=[C:9]([O:11][CH2:19][CH3:20])[CH:10]=1)([CH3:4])([CH3:2])[CH3:3] |f:1.2.3|. Yield: 99.0%. The product is C(C)(C)(C)C1=CC(=C(C=C1)I)OCC (4-tert-butyl-2-ethoxy-1-iodo-benzene). Reactants: C(C)(C)(C)C=1C=CC(=C(C1)O)I (5-tert-butyl-2-iodo-phenol), C([O-])([O-])=O.[K+].[K+] (potassium carbonate), C(C)I (ethyl iodide). Procedure: The mixture of 5-tert-butyl-2-iodo-phenol (132.7 g, 480.6 mmol), potassium carbonate (265.7 g, 1923 mmol) and ethyl iodide (76.9 mL, 961.3 mmol) in ethanol (1.125 mL) was heated at reflux overnight. Upon cooling to room temperature, the reaction mixture was diluted with diethyl ether. The white solids were filtered off, and the filtrate was concentrated in vacuo to give 4-tert-butyl-2-ethoxy-1-iodo-benzene (144.7 g) as pale yellow oil. The solvent is C(C)O (ethanol), C(C)OCC (diethyl ether). The reactants are CC(C)=CC (2-methyl-2-butene), P(=O)(O)(O)[O-].[Na+] (sodium dihydrogen phosphate), Cl(=O)[O-].[Na+] (sodium chlorite), [Cl-].[NH4+] (ammonium chloride), C(C)(=O)N1CC2(CC1)CN(C1=CC=C(C=C12)C=O)C(=O)NC=1SC(=CN1)Cl (1′-Acetyl-N-(5-chlorothiazol-2-yl)-5-formylspiro[indoline-3,3′-pyrrolidine]-1-carboxamide). Solvent: C(C)(C)(C)O (t-butanol), O (water). Reaction conditions: time 3.3 hour. The product is C(C)(=O)N1CC2(CC1)CN(C1=CC=C(C=C12)C(=O)O)C(NC=1SC(=CN1)Cl)=O (1′-acetyl-1-((5-chlorothiazol-2-yl)carbamoyl)spiro[indoline-3,3′-pyrrolidine]-5-carboxylic acid). Yield: 87.2%. Reaction SMILES: [C:1]([N:4]1[CH2:8][CH2:7][C:6]2([C:16]3[C:11](=[CH:12][CH:13]=[C:14]([CH:17]=[O:18])[CH:15]=3)[N:10]([C:19]([NH:21][C:22]3[S:23][C:24]([Cl:27])=[CH:25][N:26]=3)=[O:20])[CH2:9]2)[CH2:5]1)(=[O:3])[CH3:2].CC(=CC)C.P([O-])(O)(O)=[O:34].[Na+].Cl([O-])=O.[Na+].[Cl-].[NH4+]>C(O)(C)(C)C.O>[C:1]([N:4]1[CH2:8][CH2:7][C:6]2([C:16]3[C:11](=[CH:12][CH:13]=[C:14]([C:17]([OH:34])=[O:18])[CH:15]=3)[N:10]([C:19](=[O:20])[NH:21][C:22]3[S:23][C:24]([Cl:27])=[CH:25][N:26]=3)[CH2:9]2)[CH2:5]1)(=[O:3])[CH3:2] |f:2.3,4.5,6.7|. Procedure details: 1′-Acetyl-N-(5-chlorothiazol-2-yl)-5-formylspiro[indoline-3,3′-pyrrolidine]-1-carboxamide (7.6 mg, 0.0188 mmol) was dissolved in t-butanol (1.5 mL) and water (0.5 mL). Thereafter, 2-methyl-2-butene (52 μL, 0.50 mmol), sodium dihydrogen phosphate (14 mg, 0.113 mmol) and sodium chlorite (15 mg, 0.169 mmol) were added to the above obtained solution, and the thus obtained mixture was then stirred at room temperature for 3.3 hours. Thereafter, a saturated aqueous solution of ammonium chloride was add...